The task is: describe an organic reaction: reactants, conditions, products, and yield. This data is from the Open Reaction Database (ORD), a public repository of structured organic reaction records. The reactants are C(C1=CC=CC=C1)N1CCC(CC1)N1C(NC2=CC=CC(=C2C1)Cl)=O (3-(1-benzyl-piperidin-4-yl)-5-chloro-3,4-dihydro-1H-quinazolin-2-one), [H][H] (hydrogen). The reagents and catalysts are [Ni] (Raney nickel). Yields the product ClC1=C2CN(C(NC2=CC=C1)=O)C1CCNCC1 (5-Chloro-3-piperidin-4-yl-3,4-dihydro-1H-quinazolin-2-one). RXN SMILES: C([N:8]1[CH2:13][CH2:12][CH:11]([N:14]2[CH2:23][C:22]3[C:17](=[CH:18][CH:19]=[CH:20][C:21]=3[Cl:24])[NH:16][C:15]2=[O:25])[CH2:10][CH2:9]1)C1C=CC=CC=1.[H][H]>[Ni]>[Cl:24][C:21]1[CH:20]=[CH:19][CH:18]=[C:17]2[C:22]=1[CH2:23][N:14]([CH:11]1[CH2:12][CH2:13][NH:8][CH2:9][CH2:10]1)[C:15](=[O:25])[NH:16]2. Reported procedure: 100 mg (3-(1-benzyl-piperidin-4-yl)-5-chloro-3,4-dihydro-1H-quinazolin-2-one and 15 mg Raney nickel were stirred for 12 h at RT in a hydrogen atmosphere (30 psi). The reaction was filtered and the filtrate was evaporated to give 67 mg of the desired product. (M+H)+: 266 The reactants are C(C)(C)(C)C1=CC(=CC(=C1O)C(C)(C)C)C (2,6-di-t-butyl-p-cresol), BrC=1C=C(CC=2C(=NC(=NC2)N)N)C=C(C1OC)OC (5-(3-bromo-4,5-dimethoxy-benzyl)-pyrimidine-2,4-diamine), tetrakis-triphenylphosphinepalladium, trimethyl-phenyl-stannate, [Cl-].[Li+] (lithium chloride), N (ammonia). Solvent: O1CCOCC1 (dioxan). Yields the product COC=1C=C(C=C(C1OC)C1=CC=CC=C1)CC=1C(=NC(=NC1)N)N (5-(5,6-dimethoxy-biphenyl-3-ylmethyl)-pyrimidine-2,4-diamine). Isolated yield 46.0%. As a reaction SMILES: Br[C:2]1[CH:3]=[C:4]([CH:14]=[C:15]([O:19][CH3:20])[C:16]=1[O:17][CH3:18])[CH2:5][C:6]1[C:7]([NH2:13])=[N:8][C:9]([NH2:12])=[N:10][CH:11]=1.[Cl-].[Li+].C([C:27]1[C:32](O)=[C:31](C(C)(C)C)[CH:30]=[C:29](C)[CH:28]=1)(C)(C)C.N>O1CCOCC1>[CH3:20][O:19][C:15]1[CH:14]=[C:4]([CH2:5][C:6]2[C:7]([NH2:13])=[N:8][C:9]([NH2:12])=[N:10][CH:11]=2)[CH:3]=[C:2]([C:27]2[CH:32]=[CH:31][CH:30]=[CH:29][CH:28]=2)[C:16]=1[O:17][CH3:18] |f:1.2|. Reported procedure: 138 mg of 5-(3-bromo-4,5-dimethoxy-benzyl)-pyrimidine-2,4-diamine, 98 mg of trimethyl-phenyl-stannate (Example 1a), 51 mg of lithium chloride, 25 mg of tetrakis-triphenylphosphinepalladium and a crystal of 2,6-di-t-butyl-p-cresol in 10 ml of dioxan are held at reflux under argon for 4 hrs. The yellowish reaction mixture is poured into about 10% aqueous ammonia and extracted three times with methylene chloride. The organic phase is dried over magnesium sulphate and chromatographed on silica gel w... The reactants are COC1=CC=C(C=C1)C(NC(C)C1=CC(=CC=C1)C(F)(F)F)C1=CC(=CC=C1)[N+](=O)[O-] (N-[(4-methoxyphenyl)-(3-nitrophenyl)methyl]-N-[1-(3-trifluoromethylphenyl)ethyl]amine), [BH4-].[Na+] (sodium borohydride). Reagents/catalysts: O.O.O.O.O.O.[Ni](Cl)Cl (nickel chloride hexahydrate). The product is COC1=CC=C(C=C1)C(C=1C=C(C=CC1)N)NC(C)C1=CC(=CC=C1)C(F)(F)F (3-{(4-Methoxyphenyl)-[1-(3-trifluoromethylphenyl)ethylamino]methyl}phenylamine). The yield is 98.1%. As a reaction SMILES: [CH3:1][O:2][C:3]1[CH:8]=[CH:7][C:6]([CH:9]([C:23]2[CH:28]=[CH:27][CH:26]=[C:25]([N+:29]([O-])=O)[CH:24]=2)[NH:10][CH:11]([C:13]2[CH:18]=[CH:17][CH:16]=[C:15]([C:19]([F:22])([F:21])[F:20])[CH:14]=2)[CH3:12])=[CH:5][CH:4]=1.[BH4-].[Na+]>O.O.O.O.O.O.[Ni](Cl)Cl>[CH3:1][O:2][C:3]1[CH:4]=[CH:5][C:6]([CH:9]([NH:10][CH:11]([C:13]2[CH:18]=[CH:17][CH:16]=[C:15]([C:19]([F:20])([F:22])[F:21])[CH:14]=2)[CH3:12])[C:23]2[CH:24]=[C:25]([NH2:29])[CH:26]=[CH:27][CH:28]=2)=[CH:7][CH:8]=1 |f:1.2,3.4.5.6.7.8.9|. Reported procedure: Following a similar procedure to that described in Example (1b), 2.85 g of N-[(4-methoxyphenyl)-(3-nitrophenyl)methyl]-N-[1-(3-trifluoromethylphenyl)ethyl]amine [prepared as described in step (a) above], 3.15 g of nickel chloride hexahydrate and 1.05 g of sodium borohydride were reacted, to obtain 2.60 g of the title compound as a yellow oil.